From a dataset of the Open Reaction Database (ORD), a public repository of structured organic reaction records. describe an organic reaction: reactants, conditions, products, and yield The reactants are [Na] (sodium), ClC1=C(C=C2CC(C(C2=C1Cl)=O)(C1=CC=CC=C1)C)O (6,7-dichloro-5-hydroxy-2-methyl-2-phenyl-1-indanone), ICCO (2-iodoethanol). Isolated yield 45.0%. Reaction SMILES: [Na].[Cl:2][C:3]1[C:11]([Cl:12])=[C:10]2[C:6]([CH2:7][C:8]([CH3:20])([C:14]3[CH:19]=[CH:18][CH:17]=[CH:16][CH:15]=3)[C:9]2=[O:13])=[CH:5][C:4]=1[OH:21].I[CH2:23][CH2:24][OH:25]>C(O)CC>[Cl:2][C:3]1[C:11]([Cl:12])=[C:10]2[C:6]([CH2:7][C:8]([CH3:20])([C:14]3[CH:15]=[CH:16][CH:17]=[CH:18][CH:19]=3)[C:9]2=[O:13])=[CH:5][C:4]=1[O:21][CH2:23][CH2:24][OH:25] |^1:0|. The solvent is C(CC)O (1-propanol). Reported procedure: To a solution of sodium (1.76 g., 0.076 g. atom) in 1-propanol (250 ml.) is added 6,7-dichloro-5-hydroxy-2-methyl-2-phenyl-1-indanone (23.5 g., 0.076 mole) and 2-iodoethanol (14.5 g., 0.085 mole). The reaction mixture is refluxed 18 hours then evaporated at reduced pressure to give 12.0 g of 2-(6,7-dichloro-2-methyl-1-oxo-2-phenyl-5-indanyloxy)ethanol which melts at 188°-90° C. after recrystallization from ethanol. Yields the product ClC1=C(C=C2CC(C(C2=C1Cl)=O)(C1=CC=CC=C1)C)OCCO (2-(6,7-dichloro-2-methyl-1-oxo-2-phenyl-5-indanyloxy)ethanol). Reactants: ClCC(=O)N1[C@@H](CN([C@H](C1)C)CC1=CC=C(C=C1)F)C (2-chloro-1-[4-(4-fluoro-benzyl)-(2R,5S)-2,5-dimethyl-piperazin-1-yl]-ethanone), ClC=1C=CC(=C(C1)CS(=O)(=O)N)O ((5-chloro-2-hydroxy-phenyl)-methanesulfonamide), C([O-])([O-])=O.[K+].[K+] (potassium carbonate), [I-].[K+] (potassium iodide). Run in O (water), CN(C=O)C (dimethylformamide). Run at temperature 60 celsius. The product is ClC=1C=CC(=C(C1)CS(=O)(=O)N)OCC(=O)N1[C@@H](CN([C@H](C1)C)CC1=CC=C(C=C1)F)C ((5-Chloro-2-{2-[4-(4-fluoro-benzyl)-(2R,5S)-2,5-dimethyl-piperazin-1-yl]-2-oxo-ethoxy}-phenyl)-methanesulfonamide). Yield: 30.8%. Reaction SMILES: Cl[CH2:2][C:3]([N:5]1[CH2:10][C@H:9]([CH3:11])[N:8]([CH2:12][C:13]2[CH:18]=[CH:17][C:16]([F:19])=[CH:15][CH:14]=2)[CH2:7][C@H:6]1[CH3:20])=[O:4].[Cl:21][C:22]1[CH:23]=[CH:24][C:25]([OH:33])=[C:26]([CH2:28][S:29]([NH2:32])(=[O:31])=[O:30])[CH:27]=1.C(=O)([O-])[O-].[K+].[K+].[I-].[K+]>CN(C)C=O.O>[Cl:21][C:22]1[CH:23]=[CH:24][C:25]([O:33][CH2:2][C:3]([N:5]2[CH2:10][C@H:9]([CH3:11])[N:8]([CH2:12][C:13]3[CH:18]=[CH:17][C:16]([F:19])=[CH:15][CH:14]=3)[CH2:7][C@H:6]2[CH3:20])=[O:4])=[C:26]([CH2:28][S:29]([NH2:32])(=[O:31])=[O:30])[CH:27]=1 |f:2.3.4,5.6|. Reported procedure: To a solution of 2-chloro-1-[4-(4-fluoro-benzyl)-(2R,5S)-2,5-dimethyl-piperazin-1-yl]-ethanone (0.028 g, 0.094 mmol) in dimethylformamide (1 mL) was added (5-chloro-2-hydroxy-phenyl)-methanesulfonamide (0.023 g, 0.10 mmol), potassium carbonate (0.026 g, 0.19 mmol) and potassium iodide (0.016 g, 0.094 mmol). The reaction was heated at 60° C. for 17 hours, cooled, diluted with water and extracted with ethyl acetate (3×). The organic layers were combined, dried over sodium sulfate, filtered and con... Starting materials: N1CCCC1 (Pyrrolidine), ClC=1C=C2C=C(NC2=CC1)C(=O)NC(C(=O)O)CC1=CC=CC=C1 (2-[(5-chloro-1H-indole-2-carbonyl)-amino]-3-phenyl-propionic acid). Product: C(C1=CC=CC=C1)C(C(N1CCCC1)=O)NC(=O)C=1NC2=CC=C(C=C2C1)Cl (5-Chloro-1H-indole-2-carboxylic acid (1-benzyl-2-oxo-2-pyrrolidin-1-yl-ethyl)-amide). As a reaction SMILES: [NH:1]1[CH2:5][CH2:4][CH2:3][CH2:2]1.[Cl:6][C:7]1[CH:8]=[C:9]2[C:13](=[CH:14][CH:15]=1)[NH:12][C:11]([C:16]([NH:18][CH:19]([CH2:23][C:24]1[CH:29]=[CH:28][CH:27]=[CH:26][CH:25]=1)[C:20](O)=[O:21])=[O:17])=[CH:10]2>>[CH2:23]([CH:19]([NH:18][C:16]([C:11]1[NH:12][C:13]2[C:9]([CH:10]=1)=[CH:8][C:7]([Cl:6])=[CH:15][CH:14]=2)=[O:17])[C:20](=[O:21])[N:1]1[CH2:5][CH2:4][CH2:3][CH2:2]1)[C:24]1[CH:25]=[CH:26][CH:27]=[CH:28][CH:29]=1. Procedure details: Pyrrolidine (0.35 mmol) and 2-[(5-chloro-1H-indole-2-carbonyl)-amino]-3-phenyl-propionic acid (0.31 mmol) were coupled according to procedure A (0-25° C. reaction temperature, 140 hour reaction time) and the crude product triturated with ether: Yield 89 mg, 71%; HPLC (70/30) 7.57 minutes (98%); PBMS 396/398 (MH+, 100/80%); The reactants are C([O-])(O)=O.[Na+] (sodium bicarbonate), COC([C@H](CC1=CC(=CC(=C1)F)F)NC(=O)OC(C)(C)C)=O ((2S)-2-[(tert-butoxycarbonyl)amino]-3-(3,5-difluorophenyl)propanoic acid methyl ester), C(C1=CC=CC=C1)OC(=O)N[C@H](C(=O)OC)CC1=CC(=CC(=C1)F)F (methyl (2S)-2-{[(benzyloxy)carbonyl]amino}-3-(3,5-difluorophenyl)propanoate), Cl (hydrochloric acid). Solvent: CO (methanol). The product is N[C@H](C(=O)OC)CC1=CC(=CC(=C1)F)F (Methyl (2S)-2-amino-3-(3,5-difluorophenyl)propanoate). Reaction SMILES: [CH3:1][O:2][C:3](=[O:22])[C@@H:4]([NH:14]C(OC(C)(C)C)=O)[CH2:5][C:6]1[CH:11]=[C:10]([F:12])[CH:9]=[C:8]([F:13])[CH:7]=1.C(OC(N[C@@H](CC1C=C(F)C=C(F)C=1)C(OC)=O)=O)C1C=CC=CC=1.Cl.C(=O)(O)[O-].[Na+]>CO>[NH2:14][C@@H:4]([CH2:5][C:6]1[CH:7]=[C:8]([F:13])[CH:9]=[C:10]([F:12])[CH:11]=1)[C:3]([O:2][CH3:1])=[O:22] |f:3.4|. Procedure details: (2S)-2-[(tert-butoxycarbonyl)amino]-3-(3,5-difluorophenyl)propanoic acid methyl ester (II, EXAMPLE 1, 0.60 g (0.002 moles, 1 equivalent), methanol (20 mL) and hydrochloric acid (3N, 20 mL) are mixed. The mixture is then heated to 50° and stirred until complete as measured by HPLC. When the reaction is complete, the contents are cooled to 20-25° and the pH of the mixture is adjusted to 8 with saturated sodium bicarbonate and then concentrated under reduced pressure. This mixture is extracted with... Starting materials: FC1=C(C=C(C=C1)C)NC(=O)NC1=CC=C(OC2=CC(=NC=C2)C2=CC(=CN2)C(=O)NCCCN2CC(CC2)C(=O)OC(C)(C)C)C=C1 (tert-butyl 1-(3-{[(5-{4-[4-({[(2-fluoro-5-methylphenyl)amino]carbonyl}amino)phenoxy]pyridin-2-yl}-1H-pyrrol-3-yl)carbonyl]amino}propyl)pyrrolidine-3-carboxylate), C(=O)(C(F)(F)F)O (TFA). Run in C(Cl)Cl (methylene chloride). Run at time 16 hour. Product: FC1=C(C=C(C=C1)C)NC(=O)NC1=CC=C(OC2=CC(=NC=C2)C2=CC(=CN2)C(=O)NCCCN2CC(CC2)C(=O)O)C=C1 (1-(3-{[(5-{4-[4-({[(2-fluoro-5-methylphenyl)amino]carbonyl}amino)phenoxy]pyridin-2-yl}-1H-pyrrol-3-yl)carbonyl]amino}propyl)pyrrolidine-3-carboxylic acid). Reaction SMILES: [F:1][C:2]1[CH:7]=[CH:6][C:5]([CH3:8])=[CH:4][C:3]=1[NH:9][C:10]([NH:12][C:13]1[CH:48]=[CH:47][C:16]([O:17][C:18]2[CH:23]=[CH:22][N:21]=[C:20]([C:24]3[NH:28][CH:27]=[C:26]([C:29]([NH:31][CH2:32][CH2:33][CH2:34][N:35]4[CH2:39][CH2:38][CH:37]([C:40]([O:42]C(C)(C)C)=[O:41])[CH2:36]4)=[O:30])[CH:25]=3)[CH:19]=2)=[CH:15][CH:14]=1)=[O:11].C(O)(C(F)(F)F)=O>C(Cl)Cl>[F:1][C:2]1[CH:7]=[CH:6][C:5]([CH3:8])=[CH:4][C:3]=1[NH:9][C:10]([NH:12][C:13]1[CH:14]=[CH:15][C:16]([O:17][C:18]2[CH:23]=[CH:22][N:21]=[C:20]([C:24]3[NH:28][CH:27]=[C:26]([C:29]([NH:31][CH2:32][CH2:33][CH2:34][N:35]4[CH2:39][CH2:38][CH:37]([C:40]([OH:42])=[O:41])[CH2:36]4)=[O:30])[CH:25]=3)[CH:19]=2)=[CH:47][CH:48]=1)=[O:11]. Reported procedure: To a stirred solution of tert-butyl 1-(3-{[(5-{4-[4-({[(2-fluoro-5-methylphenyl)amino]carbonyl}amino)phenoxy]pyridin-2-yl}-1H-pyrrol-3-yl)carbonyl]amino}propyl)pyrrolidine-3-carboxylate (22 mg, 0.033 mmol) in 2 ml of methylene chloride was added 1 ml of TFA. The mixture was stirred at room temperature for 16 hours, and evaporated to dryness under reduced pressure. The residue was re-dissolved in 2 ml of methanol and poured into 10 ml of water with vigorous stirring. Saturated NaHCO3 solution was...